This data is from the Open Reaction Database (ORD), a public repository of structured organic reaction records. The task is: describe an organic reaction: reactants, conditions, products, and yield Starting materials: Cl (Hydrochloric acid), 5-[4-(3-methylaminopropyl)phenylsulfonyl]thiophene-2-sulfonmide, CN(CCCC1=CC=C(C=C1)S(=O)(=O)C1=CC=C(S1)S(=O)(=O)N)C (5-[4-(3-dimethylaminopropyl)phenylsulfonyl]thiophene-2-sulfonamide), CN(C(=O)CC1=CC=C(C=C1)S(=O)(=O)C1=CC=C(S1)S(=O)(=O)N)C (5-(4-dimethylcarbamoylmethylphenylsulfonyl)thiophene-2-sulfonamide), C(C)NCCC1=CC=C(C=C1)S(=O)(=O)C1=CC=C(S1)S(=O)(=O)N (5-[4-(2-ethylaminoethyl)phenylsulfonyl]thiophene-2-sulfonamide), CN(CCCCC1=CC=C(C=C1)S(=O)(=O)C1=CC=C(S1)S(=O)(=O)N)C (5-[4-(4-dimethylaminobutyl)phenylsulfonyl]thiophene-2-sulfonamide). Run in O1CCCC1 (tetrahydrofuran), O1CCCC1 (tetrahydrofuran). Conditions: time 3 hour. Product: CN(C(CC1=CC=C(C=C1)S(=O)(=O)C1=CC=C(S1)S(=O)(=O)N)CC)C (5-[4-(2-dimethylaminobutyl)phenylsulfonyl]thiophene-2-sulfonamide). Reaction SMILES: [CH3:1][N:2]([CH3:24])[C:3]([CH2:5][C:6]1[CH:11]=[CH:10][C:9]([S:12]([C:15]2[S:19][C:18]([S:20]([NH2:23])(=[O:22])=[O:21])=[CH:17][CH:16]=2)(=[O:14])=[O:13])=[CH:8][CH:7]=1)=O.Cl.[CH2:26](NCCC1C=CC(S(C2SC(S(N)(=O)=O)=CC=2)(=O)=O)=CC=1)[CH3:27].CN(C)CCCC1C=CC(S(C2SC(S(N)(=O)=O)=CC=2)(=O)=O)=CC=1.CN(C)CCCCC1C=CC(S(C2SC(S(N)(=O)=O)=CC=2)(=O)=O)=CC=1>O1CCCC1>[CH3:1][N:2]([CH3:24])[CH:3]([CH2:26][CH3:27])[CH2:5][C:6]1[CH:11]=[CH:10][C:9]([S:12]([C:15]2[S:19][C:18]([S:20]([NH2:23])(=[O:22])=[O:21])=[CH:17][CH:16]=2)(=[O:14])=[O:13])=[CH:8][CH:7]=1. Procedure: 5-(4-dimethylcarbamoylmethylphenylsulfonyl)thiophene-2-sulfonamide (1.35 g) was dissolved in 30 ml of tetrahydrofuran under a nitrogen atmosphere. Borane tetrahydrofuran complex (8 ml of 1 molar solution) was added and the mixture was stirred at room temperature for 3 hours. Hydrochloric acid (20 ml of 6N) was then added cautiously and the mixture was heated on a steam bath, boiling off tetrahydrofuran. The acidic solution was cooled to room temperature and extracted with chloroform. The aqueous... The reactants are CCCS, CCc1cc(OCc2ccc(-c3ccccc3-c3nnnn3-c3ccc([N+](=O)[O-])cc3)cc2)c2ccccc2n1, CCCCCC, CN1CCCC1=O, Cl, [H-], [Na+], O. Product: CCc1cc(OCc2ccc(-c3ccccc3-c3nnn[nH]3)cc2)c2ccccc2n1, Cl. As a reaction SMILES: [CH2:3]([SH:4])[CH2:5][CH3:6].[CH2:7]([CH3:8])[c:9]1[n:10][c:11]2[cH:12][cH:13][cH:14][cH:15][c:16]2[c:17]([O:19][CH2:20][c:21]2[cH:22][cH:23][c:24](-[c:27]3[c:28](-[c:33]4[n:34][n:35][n:36][n:37]4-[c:38]4[cH:39][cH:40][c:41]([N+:42]([O-:43])=[O:44])[cH:45][cH:46]4)[cH:29][cH:30][cH:31][cH:32]3)[cH:25][cH:26]2)[cH:18]1.[CH3:48][CH2:49][CH2:50][CH2:51][CH2:52][CH3:53].[CH3:54][N:55]1[CH2:56][CH2:57][CH2:58][C:59]1=[O:60].[ClH:47].[H-:1].[Na+:2].[OH2:61]>>[CH2:7]([CH3:8])[c:9]1[n:10][c:11]2[cH:12][cH:13][cH:14][cH:15][c:16]2[c:17]([O:19][CH2:20][c:21]2[cH:22][cH:23][c:24](-[c:27]3[c:28](-[c:33]4[n:34][n:35][n:36][nH:37]4)[cH:29][cH:30][cH:31][cH:32]3)[cH:25][cH:26]2)[cH:18]1.[ClH:47]. The solvent is CS(=O)(=O)O (methanesulfonic acid). Yields the product ClC=1C=CC=2C(C3=C(NC2C1)C(=NN(C3=O)C3=CC(=C(C=C3)O)Cl)O)=O (7-Chloro-2-(3-chloro-4-hydroxyphenyl)-4-hydroxy-1,2,5,10-tetrahydropyridazino[4,5-b]quinoline-1,10-dione). Yield: 76.0%. Starting materials: ClC=1C=CC=2C(C3=C(NC2C1)C(=NN(C3=O)C3=CC(=C(C=C3)OC)Cl)O)=O (7-Chloro-2-(3-chloro-4-methoxyphenyl)-4-hydroxy-1,2,5,10-tetrahydropyridazino[4,5-b]quinoline-1,10-dione), Example 37, O (Water). Run at temperature 145 celsius, time 3 hour. Procedure details: 7-Chloro-2-(3-chloro-4-methoxyphenyl)-4-hydroxy-1,2,5,10-tetrahydropyridazino[4,5-b]quinoline-1,10-dione (previously prepared in Example 37 1.00 g, 2.47 mM) was stirred in methanesulfonic acid (20 mL) to give a black solution. This solution was heated to 145° C. for 6 hours and cooled to room temperature. Water (60 mL) was added to give a tan suspension which was stirred for 3 hours and filtered. The collected solids were washed with water and ether to give the title compound as a gold powder (0... As a reaction SMILES: [Cl:1][C:2]1[CH:3]=[CH:4][C:5]2[C:6](=[O:27])[C:7]3[C:15](=[O:16])[N:14]([C:17]4[CH:22]=[CH:21][C:20]([O:23]C)=[C:19]([Cl:25])[CH:18]=4)[N:13]=[C:12]([OH:26])[C:8]=3[NH:9][C:10]=2[CH:11]=1.O>CS(O)(=O)=O>[Cl:1][C:2]1[CH:3]=[CH:4][C:5]2[C:6](=[O:27])[C:7]3[C:15](=[O:16])[N:14]([C:17]4[CH:22]=[CH:21][C:20]([OH:23])=[C:19]([Cl:25])[CH:18]=4)[N:13]=[C:12]([OH:26])[C:8]=3[NH:9][C:10]=2[CH:11]=1. The reactants are C(O)([O-])=O.[Na+] (sodium hydrogen carbonate), C(C1=CC=CC=C1)NCC(F)(F)F (benzyl-(2,2,2-trifluoroethyl)-amine), [OH-].[Na+] (sodium hydroxide), ClC1=CC(=NC=N1)C(=O)Cl (6-chloropyrimidine-4-carboxylic acid chloride). The solvent is ClCCl (dichloromethane), C(C)O (ethanol). Conditions: time 2 hour. Product: C(C1=CC=CC=C1)N(C(=O)C1=NC=NC(=C1)Cl)CC(F)(F)F (N-benzyl-6-chloro-N-(2,2,2-trifluoroethyl)pyrimidine-4-carboxamide). As a reaction SMILES: [CH2:1]([NH:8][CH2:9][C:10]([F:13])([F:12])[F:11])[C:2]1[CH:7]=[CH:6][CH:5]=[CH:4][CH:3]=1.[OH-].[Na+].[Cl:16][C:17]1[N:22]=[CH:21][N:20]=[C:19]([C:23](Cl)=[O:24])[CH:18]=1.C(=O)([O-])O.[Na+]>ClCCl.C(O)C>[CH2:1]([N:8]([CH2:9][C:10]([F:12])([F:11])[F:13])[C:23]([C:19]1[CH:18]=[C:17]([Cl:16])[N:22]=[CH:21][N:20]=1)=[O:24])[C:2]1[CH:7]=[CH:6][CH:5]=[CH:4][CH:3]=1 |f:1.2,4.5|. Reported procedure: 1.04 g (5.5 mmol) benzyl-(2,2,2-trifluoroethyl)-amine and 5.5 mL (5.5 mmol) of a 1M sodium hydroxide solution were added dropwise to 1.0 g (5.65 mmol) 6-chloropyrimidine-4-carboxylic acid chloride in 20 mL dichloromethane while cooling with a bath of ice and ethanol. The mixture was first stirred for 2 h with cooling and then for 1 h at RT. 50 mL of a saturated sodium hydrogen carbonate solution were added and the mixture was stirred for 10 min. The organic phase was separated off, washed with w... Starting materials: CC(C)(C)OC(=O)N(CCc1ccccc1)Cc1ccc(CCO)cc1, O=C([O-])O, CCOC(C)=O, ClCCl, [Na+], [Na+], [Na+], O=S([O-])([O-])=S. Product: CC(C)(C)OC(=O)N(CCc1ccccc1)Cc1ccc(CC=O)cc1. Reaction SMILES: [C:1]([CH3:2])([CH3:3])([CH3:4])[O:5][C:6]([N:7]([CH2:8][CH2:9][c:10]1[cH:11][cH:12][cH:13][cH:14][cH:15]1)[CH2:16][c:17]1[cH:18][cH:19][c:20]([CH2:23][CH2:24][OH:25])[cH:21][cH:22]1)=[O:26].[C:40](=[O:41])([OH:42])[O-:43].[CH3:27][CH2:28][O:29][C:30](=[O:31])[CH3:32].[Cl:45][CH2:46][Cl:47].[Na+:38].[Na+:39].[Na+:44].[S:33]([O-:34])([O-:35])(=[O:36])=[S:37]>>[C:1]([CH3:2])([CH3:3])([CH3:4])[O:5][C:6]([N:7]([CH2:8][CH2:9][c:10]1[cH:11][cH:12][cH:13][cH:14][cH:15]1)[CH2:16][c:17]1[cH:18][cH:19][c:20]([CH2:23][CH:24]=[O:25])[cH:21][cH:22]1)=[O:26]. Starting materials: N(=NC(=O)N1CCCCC1)C(=O)N1CCCCC1 (1,1′-(azo dicarbonyl)dipiperidine), acylstannane, [Sn](CCCC)(CCCC)(CCCC)C(O)C1=CC=CC=C1 (Bu3SnCH(OH)Ph), [Li]CCCC (BuLi), CCCCCC (hexane), C(C)(C)NC(C)C (diisopropylamine). The solvent is C1CCOC1 (THF), C1CCOC1 (THF). Conditions: temperature -30 celsius, time 17.5 minute. Product: [Sn](CCCC)(CCCC)(CCCC)C(=O)C1=CC=CC=C1 (Bu3SnC(O)Ph). Isolated yield 36.2%. RXN SMILES: C(NC(C)C)(C)C.[Li]CCCC.CCCCCC.[Sn:19]([CH:32]([C:34]1[CH:39]=[CH:38][CH:37]=[CH:36][CH:35]=1)[OH:33])([CH2:28][CH2:29][CH2:30][CH3:31])([CH2:24][CH2:25][CH2:26][CH3:27])[CH2:20][CH2:21][CH2:22][CH3:23].N(C(N1CCCCC1)=O)=NC(N1CCCCC1)=O>C1COCC1>[Sn:19]([C:32]([C:34]1[CH:35]=[CH:36][CH:37]=[CH:38][CH:39]=1)=[O:33])([CH2:20][CH2:21][CH2:22][CH3:23])([CH2:28][CH2:29][CH2:30][CH3:31])[CH2:24][CH2:25][CH2:26][CH3:27]. Reported procedure: This example demonstrates the synthesis and purification of the acylstannane complex Bu3SnC(O)Ph. In a nitrogen-filled glove box, a 250 mL three-neck round bottom flask was charged with diisopropylamine (1.31 g, 13.0 mmol) and 40 mL dry THF. The solution was cooled to about −30° C. and 2.5 M BuLi in hexane (5.2 mL, 13.0 mmol) was added slowly by syringe. The reaction mixture was allowed to warm to room temperature. A dropping funnel containing Bu3SnCH(OH)Ph (5.00 g, 12.6 mmol) dissolved in 20 mL...